From a dataset of the Open Reaction Database (ORD), a public repository of structured organic reaction records. describe an organic reaction: reactants, conditions, products, and yield Reactants: C(C)(=O)OCC.CCCCCC (ethyl acetate hexane), COC(C1=C(C(=CC=C1)C(F)(F)F)C)=O (2-methyl-3-trifluoromethyl-benzoic acid methyl ester), BrN1C(CCC1=O)=O (N-bromosuccinimide). The reagents and catalysts are C(C1=CC=CC=C1)(=O)OOC(C1=CC=CC=C1)=O (benzoyl peroxide). Solvent: C1=CC=CC=C1 (benzene). Reaction conditions: time 48 hour. Product: COC(C1=C(C(=CC=C1)C(F)(F)F)CBr)=O (2-bromomethyl-3-trifluoromethyl-benzoic acid methyl ester). The yield is 80.9%. RXN SMILES: [CH3:1][O:2][C:3](=[O:15])[C:4]1[CH:9]=[CH:8][CH:7]=[C:6]([C:10]([F:13])([F:12])[F:11])[C:5]=1[CH3:14].[Br:16]N1C(=O)CCC1=O.C(OCC)(=O)C.CCCCCC>C1C=CC=CC=1.C(OOC(=O)C1C=CC=CC=1)(=O)C1C=CC=CC=1>[CH3:1][O:2][C:3](=[O:15])[C:4]1[CH:9]=[CH:8][CH:7]=[C:6]([C:10]([F:12])([F:11])[F:13])[C:5]=1[CH2:14][Br:16] |f:2.3|. Reported procedure: To a solution of 2-methyl-3-trifluoromethyl-benzoic acid methyl ester (0.95 g, 4.35 mmol) in benzene (10 mL) was added N-bromosuccinimide (0.77 g, 4.33 g) and benzoyl peroxide (0.052 g, 0.21 mmol) and the resulting mixture heated to reflux for 4 h, cooled and stirred at room temperature for 48 h. The mixture was filtered, the filter cake washed with diethyl ether and the filtrate washed with a 1 N sodium thiosulfate solution (10 mL), brine and dried over magnesium sulfate. The mixture was filter... RXN SMILES: BrCCC(C)CC(C)(C)C.CC(CC(C)(C)C)CC=O.[CH3:21][C:22]([CH3:46])([CH2:24][CH:25]([CH3:45])[CH2:26][CH:27]([O:37]C(N1C=NC=N1)=O)[CH2:28][CH2:29][CH:30]([CH3:36])[CH2:31][C:32]([CH3:35])([CH3:34])[CH3:33])[CH3:23]>[Cu]>[CH3:46][C:22]([CH3:23])([CH2:24][CH:25]([CH3:45])[CH2:26][CH:27]([OH:37])[CH2:28][CH2:29][CH:30]([CH3:36])[CH2:31][C:32]([CH3:35])([CH3:34])[CH3:33])[CH3:21]. Yields the product CC(C)(CC(CC(CCC(CC(C)(C)C)C)O)C)C (2,2,4,9,11,11-Hexamethyl-6-dodecanol). Starting materials: BrCCC(CC(C)(C)C)C (1-bromo-3,5,5-trimethylhexane), CC(CC=O)CC(C)(C)C (3,5,5,-trimethylhexanal), CC(C)(CC(CC(CCC(CC(C)(C)C)C)OC(=O)N1N=CN=C1)C)C (1-[2,2,4,9,11,11-hexamethyl-6-dodecyloxycarbonyl]-1,2,4-triazole). Procedure: 2,2,4,9,11,11-Hexamethyl-6-dodecanol (b.p. 104°-110° at 0.18 mm of mercury pressure ) was prepared by reacting 1-bromo-3,5,5-trimethylhexane with 3,5,5,-trimethylhexanal and converted into 1-[2,2,4,9,11,11-hexamethyl-6-dodecyloxycarbonyl]-1,2,4-triazole of formula: ##STR19## following the procedures of Example 18. This compound was evaluated as an extractant for copper by the procedure of Example 1 and the results are presented in Table 2. Reagents/catalysts: [Cu] (copper). Reactants: C=C[Sn](CCCC)(CCCC)CCCC, CCCC[N+](CCCC)(CCCC)CCCC, CC#N, [Cl-], O=[N+]([O-])c1cccnc1Cl, Cl[Pd]Cl, c1ccc(P(c2ccccc2)c2ccccc2)cc1, c1ccc(P(c2ccccc2)c2ccccc2)cc1. Yields the product C=Cc1ncccc1[N+](=O)[O-]. RXN SMILES: [CH2:11]([CH2:12][CH2:24][CH3:25])[Sn:13]([CH2:14][CH2:15][CH2:16][CH3:17])([CH2:18][CH2:19][CH2:20][CH3:21])[CH:22]=[CH2:23].[CH3:27][CH2:28][CH2:29][CH2:30][N+:31]([CH2:32][CH2:33][CH2:34][CH3:35])([CH2:36][CH2:37][CH2:38][CH3:39])[CH2:40][CH2:41][CH2:42][CH3:43].[CH3:85][C:86]#[N:87].[Cl-:26].[Cl:1][c:2]1[n:3][cH:4][cH:5][cH:6][c:7]1[N+:8](=[O:9])[O-:10].[Pd:44]([Cl:45])[Cl:46].[c:47]1([P:48]([c:49]2[cH:50][cH:51][cH:52][cH:53][cH:54]2)[c:55]2[cH:56][cH:57][cH:58][cH:59][cH:60]2)[cH:61][cH:62][cH:63][cH:64][cH:65]1.[c:66]1([P:67]([c:68]2[cH:69][cH:70][cH:71][cH:72][cH:73]2)[c:74]2[cH:75][cH:76][cH:77][cH:78][cH:79]2)[cH:80][cH:81][cH:82][cH:83][cH:84]1>>[c:2]1([CH:11]=[CH2:12])[n:3][cH:4][cH:5][cH:6][c:7]1[N+:8](=[O:9])[O-:10]. Reactants: C1=CC=C2C(=C1)C(=O)C(C2=O)(O)O (ninhydrin), [O-][Mn](=O)(=O)=O.[K+] (KMnO4), T-Boc-D-Phe-L-Pro-Me, FC(C(=O)O)(F)F (trifluoracetic acid), C(C)#N (acetonitrile), H2O ice, CC#N (CH3CN). The solvent is C(C)(=O)O (acetic acid), CC(=O)O (AcOH), O (water), O (H2O). The product is N[C@H](CC1=CC=CC=C1)C(=O)O.COC([C@H]1NCCC1)=O (D-phenylalanine L-proline-methyl ester). Reaction SMILES: F[C:2](F)(F)[C:3]([OH:5])=[O:4].[O-:8][Mn](=O)(=O)=O.[K+].[CH:14]1[CH:19]=[C:18]2C(C(O)(O)[C:23](=O)[C:17]2=[CH:16][CH:15]=1)=O.[CH3:27][C:28]#[N:29]>CC(O)=O.O>[NH2:29][C@@H:2]([C:3]([OH:5])=[O:4])[CH2:23][C:17]1[CH:18]=[CH:19][CH:14]=[CH:15][CH:16]=1.[CH3:3][O:5][C:27](=[O:8])[C@@H:28]1[CH2:19][CH2:14][CH2:15][NH:29]1 |f:1.2,7.8|. Procedure details: To 1.54 gm (4 mmole) of T-Boc-D-Phe-L-Pro-Me (3) 35 ml of trifluoracetic acid was added. This solution was stirred at 0° C. (H2O/ice) for one hr. as the bath gradually rose to room temperature. TLC acetonitrile:water:acetic acid (EtOAc:Hex, 4:6) using the KMnO4 stain showed complete disappearance of starting material. TLC (CH3CN:H2O:AcOH, 94:5:1, ninhydrin stain) indicated one product (Rf 0.7). Starting materials: Oc1ccc(Br)cc1, O=C([O-])[O-], CCCOCCCl, [I-], [K+], [K+], [Na+], CN(C)C=O, O. Yields the product CCCOCCOc1ccc(Br)cc1. Reaction SMILES: [Br:1][c:2]1[cH:3][cH:4][c:5]([OH:8])[cH:6][cH:7]1.[C:9](=[O:10])([O-:11])[O-:12].[Cl:17][CH2:18][CH2:19][O:20][CH2:21][CH2:22][CH3:23].[I-:16].[K+:13].[K+:14].[Na+:15].[O:24]=[CH:25][N:26]([CH3:27])[CH3:28].[OH2:29]>>[Br:1][c:2]1[cH:3][cH:4][c:5]([O:8][CH2:18][CH2:19][O:20][CH2:21][CH2:22][CH3:23])[cH:6][cH:7]1. Starting materials: C1CCOC1, COC(=O)c1cccc(CN2CC(C)(C)C(Oc3ccc(C#N)c(C(F)(F)F)c3)C2=O)c1, Cl, [Na+], [OH-]. Product: CC1(C)CN(Cc2cccc(C(=O)O)c2)C(=O)C1Oc1ccc(C#N)c(C(F)(F)F)c1. Reaction SMILES: [CH2:36]1[O:37][CH2:38][CH2:39][CH2:40]1.[CH3:1][O:2][C:3]([c:4]1[cH:5][c:6]([CH2:10][N:11]2[C:12](=[O:31])[CH:13]([O:18][c:19]3[cH:20][c:21]([C:27]([F:28])([F:29])[F:30])[c:22]([C:25]#[N:26])[cH:23][cH:24]3)[C:14]([CH3:16])([CH3:17])[CH2:15]2)[cH:7][cH:8][cH:9]1)=[O:32].[ClH:35].[Na+:34].[OH-:33]>>[O:2]=[C:3]([c:4]1[cH:5][c:6]([CH2:10][N:11]2[C:12](=[O:31])[CH:13]([O:18][c:19]3[cH:20][c:21]([C:27]([F:28])([F:29])[F:30])[c:22]([C:25]#[N:26])[cH:23][cH:24]3)[C:14]([CH3:16])([CH3:17])[CH2:15]2)[cH:7][cH:8][cH:9]1)[OH:32]. The reactants are CN1CCCC1, CC#N, COc1nc(-n2cc(C(=O)O)c(=O)c3cc(F)c(F)c(Cl)c32)c(F)cc1F, Cl, Cl, NC1CNC1. Product: COc1nc(-n2cc(C(=O)O)c(=O)c3cc(F)c(N4CC(N)C4)c(Cl)c32)c(F)cc1F. As a reaction SMILES: [CH3:35][N:36]1[CH2:37][CH2:38][CH2:39][CH2:40]1.[CH3:41][C:42]#[N:43].[Cl:1][c:2]1[c:3]([F:27])[c:4]([F:26])[cH:5][c:6]2[c:7](=[O:25])[c:8]([C:22](=[O:23])[OH:24])[cH:9][n:10](-[c:12]3[n:13][c:14]([O:20][CH3:21])[c:15]([F:19])[cH:16][c:17]3[F:18])[c:11]12.[ClH:28].[ClH:29].[NH2:30][CH:31]1[CH2:32][NH:33][CH2:34]1>>[Cl:1][c:2]1[c:3]([N:33]2[CH2:32][CH:31]([NH2:30])[CH2:34]2)[c:4]([F:26])[cH:5][c:6]2[c:7](=[O:25])[c:8]([C:22](=[O:23])[OH:24])[cH:9][n:10](-[c:12]3[n:13][c:14]([O:20][CH3:21])[c:15]([F:19])[cH:16][c:17]3[F:18])[c:11]12. Starting materials: BrC1(CCCCC1)C(=O)C1=CC=CC=C1 ((1-Bromocyclohexyl)phenyl ketone). Run in N1=CC=CC=C1 (pyridine). Product: C1(=CCCCC1)C(=O)C1=CC=CC=C1 (Cyclohex-1-enylphenyl Ketone). As a reaction SMILES: Br[C:2]1([C:8]([C:10]2[CH:15]=[CH:14][CH:13]=[CH:12][CH:11]=2)=[O:9])[CH2:7][CH2:6][CH2:5][CH2:4][CH2:3]1>N1C=CC=CC=1>[C:10]1([C:8]([C:2]2[CH:3]=[CH:4][CH:5]=[CH:6][CH:7]=2)=[O:9])[CH2:15][CH2:14][CH2:13][CH2:12][CH:11]=1. Reported procedure: (1-Bromocyclohexyl)phenyl ketone (14.1 g) was dissolved in pyridine (60 ml) and the mixture was refluxed for 1 hour. After cooling to the ambient temperature the mixture was filtered and evaporated. The residue was dissolved in CH2Cl2 (50 ml) and extracted with 1 M HCl (2×30 ml) and water (30 ml). The organic layer was dried over Na2SO4 and evaporated. Yield was 9.7 g. Starting materials: CC(O)C1CN(Cc2ccccc2)CC1c1ccc(Cl)c(F)c1, N#Cc1ccc(Cl)nc1, [H-], [Na+], CN(C)C=O. Product: CC(Oc1ccc(C#N)cn1)C1CN(Cc2ccccc2)CC1c1ccc(Cl)c(F)c1. RXN SMILES: [CH2:1]([c:2]1[cH:3][cH:4][cH:5][cH:6][cH:7]1)[N:8]1[CH2:9][CH:10]([CH:21]([CH3:22])[OH:23])[CH:11]([c:13]2[cH:14][c:15]([F:20])[c:16]([Cl:19])[cH:17][cH:18]2)[CH2:12]1.[Cl:26][c:27]1[n:28][cH:29][c:30]([C:31]#[N:32])[cH:33][cH:34]1.[H-:25].[Na+:24].[O:35]=[CH:36][N:37]([CH3:38])[CH3:39]>>[CH2:1]([c:2]1[cH:3][cH:4][cH:5][cH:6][cH:7]1)[N:8]1[CH2:9][CH:10]([CH:21]([CH3:22])[O:23][c:27]2[n:28][cH:29][c:30]([C:31]#[N:32])[cH:33][cH:34]2)[CH:11]([c:13]2[cH:14][c:15]([F:20])[c:16]([Cl:19])[cH:17][cH:18]2)[CH2:12]1.